This data is from the Open Reaction Database (ORD), a public repository of structured organic reaction records. The task is: describe an organic reaction: reactants, conditions, products, and yield Reactants: CCCCCCN=C=O, O=C1NC2(CCCCC2)NC12CCCCC2, C1CN2CCN1CC2, c1ccccc1. Product: CCCCCCNC(=O)N1C(=O)C2(CCCCC2)NC12CCCCC2. As a reaction SMILES: [CH2:17]([CH2:18][CH2:19][CH2:20][CH2:21][CH3:22])[N:23]=[C:24]=[O:25].[CH2:1]1[CH2:2][CH2:3][CH2:4][CH2:5][C:6]12[NH:7][C:8]1([CH2:9][CH2:10][CH2:11][CH2:12][CH2:13]1)[NH:14][C:15]2=[O:16].[N:26]12[CH2:27][CH2:28][N:29]([CH2:30][CH2:31]1)[CH2:32][CH2:33]2.[cH:34]1[cH:35][cH:36][cH:37][cH:38][cH:39]1>>[CH2:1]1[CH2:2][CH2:3][CH2:4][CH2:5][C:6]12[NH:7][C:8]1([CH2:9][CH2:10][CH2:11][CH2:12][CH2:13]1)[N:14]([C:24]([NH:23][CH2:17][CH2:18][CH2:19][CH2:20][CH2:21][CH3:22])=[O:25])[C:15]2=[O:16]. The reactants are ClC1=NC=C(C=C1C(=O)N[C@@H](C)C1=CC=C(C(=O)OC)C=C1)F (Methyl 4-((1S)-1-{[(2-chloro-5-fluoropyridin-3-yl)carbonyl]amino}ethyl)benzoate), ClC1=C(C=CC(=C1)F)O (2-chloro-4-fluorophenol). Product: ClC1=C(OC2=NC=C(C=C2C(=O)N[C@@H](C)C2=CC=C(C(=O)OC)C=C2)F)C=CC(=C1)F (Methyl 4-[(1S)-1-({[2-(2-chloro-4-fluorophenoxy)-5-fluoropyridin-3-yl]carbonyl}amino)ethyl]benzoate). RXN SMILES: Cl[C:2]1[C:7]([C:8]([NH:10][C@H:11]([C:13]2[CH:22]=[CH:21][C:16]([C:17]([O:19][CH3:20])=[O:18])=[CH:15][CH:14]=2)[CH3:12])=[O:9])=[CH:6][C:5]([F:23])=[CH:4][N:3]=1.[Cl:24][C:25]1[CH:30]=[C:29]([F:31])[CH:28]=[CH:27][C:26]=1[OH:32]>>[Cl:24][C:25]1[CH:30]=[C:29]([F:31])[CH:28]=[CH:27][C:26]=1[O:32][C:2]1[C:7]([C:8]([NH:10][C@H:11]([C:13]2[CH:22]=[CH:21][C:16]([C:17]([O:19][CH3:20])=[O:18])=[CH:15][CH:14]=2)[CH3:12])=[O:9])=[CH:6][C:5]([F:23])=[CH:4][N:3]=1. Procedure: The title compound was prepared according to the procedure described in step 2 of Example 45 from methyl 4-((1S)-1-{[(2-chloro-5-fluoropyridin-3-yl)carbonyl]amino}ethyl)benzoate (step 1) and 2-chloro-4-fluorophenol: 1H-NMR (CDCl3) δ 8.32 (1H, dd, J=8.1, 2.9 Hz), 8.19 (1H, d, J=7.3 Hz), 8.02–7.99 (3H, m), 7.45 (2H, d, J=8.3 Hz), 7.32–7.25 (2H, m), 7.14–7.08 (1H, m), 5.39 (1H, m), 3.90 (3H, s), 1.61 (3H, d, J=7.0 Hz). Starting materials: solid, Cl.Cl.O1CCC2=C1C=CC=C2C2CCN(CC2)CC[C@@H]2CC[C@H](CC2)N (trans-4-{2-[4-(2,3-dihydro-benzofuran-4-yl)-piperidin-1-yl]-ethyl}-cyclohexylamine dihydrochloride), Cl.Cl.O1CCC2=C1C=CC=C2C2CCN(CC2)CC[C@@H]2CC[C@H](CC2)N (trans-4-{2-[4-(2,3-dihydro-benzofuran-4-yl)-piperidin-1-yl]-ethyl}-cyclohexylamine dihydrochloride), FC1=CC=C(C=C1)S(=O)(=O)Cl (4-fluoro-benzenesulfonyl chloride). Product: O1CCC2=C1C=CC=C2C2CCN(CC2)CC[C@@H]2CC[C@H](CC2)NS(=O)(=O)C2=CC=C(C=C2)F (trans-N-(4-{2-[4-(2,3-Dihydro-benzofuran-4-yl)-piperidin-1-yl]-ethyl}-cyclohexyl)-4-fluoro-benzenesulfonamide). As a reaction SMILES: Cl.Cl.[O:3]1[C:7]2[CH:8]=[CH:9][CH:10]=[C:11]([CH:12]3[CH2:17][CH2:16][N:15]([CH2:18][CH2:19][C@H:20]4[CH2:25][CH2:24][C@H:23]([NH2:26])[CH2:22][CH2:21]4)[CH2:14][CH2:13]3)[C:6]=2[CH2:5][CH2:4]1.[F:27][C:28]1[CH:33]=[CH:32][C:31]([S:34](Cl)(=[O:36])=[O:35])=[CH:30][CH:29]=1>>[O:3]1[C:7]2[CH:8]=[CH:9][CH:10]=[C:11]([CH:12]3[CH2:17][CH2:16][N:15]([CH2:18][CH2:19][C@H:20]4[CH2:21][CH2:22][C@H:23]([NH:26][S:34]([C:31]5[CH:32]=[CH:33][C:28]([F:27])=[CH:29][CH:30]=5)(=[O:36])=[O:35])[CH2:24][CH2:25]4)[CH2:14][CH2:13]3)[C:6]=2[CH2:5][CH2:4]1 |f:0.1.2|. Procedure details: The title compound, white solid (84 mg, 69%), MS (ISP) m/z=487.4 [(M+H)+], mp 134° C., was prepared in accordance with the general method of example 47 from trans-4-{2-[4-(2,3-dihydro-benzofuran-4-yl)-piperidin-1-yl]-ethyl}-cyclohexylamine dihydro chloride (intermediate B) (100 mg, 0.25 mmol) and 4-fluoro-benzenesulfonyl chloride.